Dataset: the Open Reaction Database (ORD), a public repository of structured organic reaction records. Task: describe an organic reaction: reactants, conditions, products, and yield Starting materials: CC#N, CO, CC(C)N(C)C(C)C, COc1ccc(CN2Cc3c(F)c(Cl)nc(Cl)c3C2=O)c(OC)c1, ClCCl, CC(C)CC(N)C(N)=O, CN(C)C=O. The product is COc1ccc(CN2Cc3c(F)c(NC(CC(C)C)C(N)=O)nc(Cl)c3C2=O)c(OC)c1. As a reaction SMILES: [CH3:42][C:43]#[N:44].[CH3:45][OH:46].[CH:34]([N:35]([CH3:36])[CH:37]([CH3:38])[CH3:39])([CH3:40])[CH3:41].[Cl:1][c:2]1[n:3][c:4]([Cl:24])[c:5]([F:23])[c:6]2[c:7]1[C:8](=[O:22])[N:9]([CH2:11][c:12]1[c:13]([O:20][CH3:21])[cH:14][c:15]([O:18][CH3:19])[cH:16][cH:17]1)[CH2:10]2.[Cl:47][CH2:48][Cl:49].[NH2:25][CH:26]([C:27](=[O:28])[NH2:29])[CH2:30][CH:31]([CH3:32])[CH3:33].[O:50]=[CH:51][N:52]([CH3:53])[CH3:54]>>[Cl:1][c:2]1[n:3][c:4]([NH:25][CH:26]([C:27](=[O:28])[NH2:29])[CH2:30][CH:31]([CH3:32])[CH3:33])[c:5]([F:23])[c:6]2[c:7]1[C:8](=[O:22])[N:9]([CH2:11][c:12]1[c:13]([O:20][CH3:21])[cH:14][c:15]([O:18][CH3:19])[cH:16][cH:17]1)[CH2:10]2.